Dataset: the Open Reaction Database (ORD), a public repository of structured organic reaction records. Task: describe an organic reaction: reactants, conditions, products, and yield Starting materials: NC1=NC(=CC(=N1)Cl)Cl (2-amino-4,6-dichloropyrimidine), CN(C)C=O (DMF), [Cl-].NC1=CC=C(C=C1)N=NC1=[N+](C=CN1C)C (2-(4-amino-phenylazo)-1,3-dimethyl-3H-imidazol-1-ium chloride), C([O-])([O-])=O.[K+].[K+] (potassium carbonate). Solvent: O (water). Product: [Cl-].NC1=NC(=CC(=N1)NC1=CC=C(C=C1)N=NC1=[N+](C=CN1C)C)Cl (2-[4-(2-Amino-6-chloropyrimidin-4-ylamino)phenylazo]-1,3-dimethyl-3H-imidazol-1-ium chloride). Reaction SMILES: [NH2:1][C:2]1[N:7]=[C:6]([Cl:8])[CH:5]=[C:4]([Cl:9])[N:3]=1.CN(C=O)C.[Cl-].[NH2:16][C:17]1[CH:22]=[CH:21][C:20]([N:23]=[N:24][C:25]2[N:29]([CH3:30])[CH:28]=[CH:27][N+:26]=2[CH3:31])=[CH:19][CH:18]=1.C(=O)([O-])[O-].[K+].[K+]>O>[Cl-:8].[NH2:1][C:2]1[N:7]=[C:6]([NH:16][C:17]2[CH:18]=[CH:19][C:20]([N:23]=[N:24][C:25]3[N:26]([CH3:31])[CH:27]=[CH:28][N+:29]=3[CH3:30])=[CH:21][CH:22]=2)[CH:5]=[C:4]([Cl:9])[N:3]=1 |f:2.3,4.5.6,8.9|. Procedure details: 0.164 g of 2-amino-4,6-dichloropyrimidine (0.001 mol) and 3 ml of dry DMF, 0.251 g (0.001 mol) of 2-(4-amino-phenylazo)-1,3-dimethyl-3H-imidazol-1-ium chloride and 0.138 g (0.001 mol) of potassium carbonate are charged to a fully equipped round-bottomed flask. The mixture is brought for 17 hours to 80° C. with stirring. After cooling, 4 ml of water are added and the precipitate is filtered off. 100 mg of a red powder containing the starting 2-(4-aminophenylazo)-1,3-dimethyl-3H-imidazol-1-ium chl... Starting materials: CCOC(=O)C(C)=Cc1ccc(C(=O)CC(C)CCCC(C)CCCC(C)C)o1, CCO, Cl, [Na+], [OH-], O. The product is CC(=Cc1ccc(C(=O)CC(C)CCCC(C)CCCC(C)C)o1)C(=O)O. Reaction SMILES: [CH2:1]([CH3:2])[O:3][C:4]([C:5](=[CH:6][c:7]1[o:8][c:9]([C:12]([CH2:13][CH:14]([CH2:15][CH2:16][CH2:17][CH:18]([CH2:19][CH2:20][CH2:21][CH:22]([CH3:23])[CH3:24])[CH3:25])[CH3:26])=[O:27])[cH:10][cH:11]1)[CH3:28])=[O:29].[CH3:33][CH2:34][OH:35].[ClH:32].[Na+:31].[OH-:30].[OH2:36]>>[O:3]=[C:4]([C:5](=[CH:6][c:7]1[o:8][c:9]([C:12]([CH2:13][CH:14]([CH2:15][CH2:16][CH2:17][CH:18]([CH2:19][CH2:20][CH2:21][CH:22]([CH3:23])[CH3:24])[CH3:25])[CH3:26])=[O:27])[cH:10][cH:11]1)[CH3:28])[OH:29]. The product is NC=1C(=NON1)C1=CC=C(C=C1)N1CCN(CC1)C(=O)OC(C)(C)C (tert-butyl 4-[4-(4-amino-1,2,5-oxadiazol-3-yl)phenyl]piperazine-1-carboxylate). As a reaction SMILES: [C:1](/[C:3](=[N:23]\[OH:24])/[C:4]1[CH:9]=[CH:8][C:7]([N:10]2[CH2:15][CH2:14][N:13]([C:16]([O:18][C:19]([CH3:22])([CH3:21])[CH3:20])=[O:17])[CH2:12][CH2:11]2)=[CH:6][CH:5]=1)#[N:2].Cl.[NH2:26]O.C([O-])(O)=O.[Na+].[OH-].[Na+]>CCO.O.[Cl-].[Na+].O>[NH2:2][C:1]1[C:3]([C:4]2[CH:5]=[CH:6][C:7]([N:10]3[CH2:11][CH2:12][N:13]([C:16]([O:18][C:19]([CH3:20])([CH3:21])[CH3:22])=[O:17])[CH2:14][CH2:15]3)=[CH:8][CH:9]=2)=[N:23][O:24][N:26]=1 |f:1.2,3.4,5.6,9.10.11|. Reactants: C(#N)\C(\C1=CC=C(C=C1)N1CCN(CC1)C(=O)OC(C)(C)C)=N/O (tert-butyl 4-{4-[(Z)-cyano(hydroxyimino)methyl]phenyl}piperazine-1-carboxylate), Cl.NO (hydroxylamine hydrochloride), C(=O)(O)[O-].[Na+] (NaHCO3), Cl.NO (hydroxylamine hydrochloride), C(=O)(O)[O-].[Na+] (NaHCO3), [OH-].[Na+] (NaOH), [OH-].[Na+] (NaOH). Reported procedure: To tert-butyl 4-{4-[(Z)-cyano(hydroxyimino)methyl]phenyl}piperazine-1-carboxylate (1.39 g, 4.21 mmol) in EtOH (50 mL) was added an aqueous solution of pre-mixed hydroxylamine hydrochloride (440 mg, 6.32 mmol) and NaHCO3 (535 mg, 6.32 mmol) in water (15 mL) and the reaction was refluxed overnight. An additional aliquot of hydroxylamine hydrochloride (440 mg, 6.32 mmol) and NaHCO3 (535 mg, 6.32 mmol) in water (10 mL) was added and the reaction was refluxed for 2 hours. Aqueous NaOH (1.0 M, 42.1 mL... The solvent is CCO (EtOH), O (water), [Cl-].[Na+].O (brine), O (water). Reactants: CN(C)CCCl, CN(C)C=O, [Cl-], [H-], Nc1c2c(nc3ccccc13)CCCC2=O, [Na+]. Yields the product CN(C)CCNc1c2c(nc3ccccc13)CCCC2=O. As a reaction SMILES: [CH3:19][N:20]([CH2:21][CH2:22][Cl:23])[CH3:24].[CH3:26][N:27]([CH3:28])[CH:29]=[O:30].[Cl-:25].[H-:17].[NH2:1][c:2]1[c:3]2[cH:4][cH:5][cH:6][cH:7][c:8]2[n:9][c:10]2[c:15]1[C:14](=[O:16])[CH2:13][CH2:12][CH2:11]2.[Na+:18]>>[NH:1]([c:2]1[c:3]2[cH:4][cH:5][cH:6][cH:7][c:8]2[n:9][c:10]2[c:15]1[C:14](=[O:16])[CH2:13][CH2:12][CH2:11]2)[CH2:22][CH2:21][N:20]([CH3:19])[CH3:24]. The reactants are [BH4-], CCOC(=O)Cc1cc(Oc2ccc(Br)cc2C=O)ccc1Cl, CO, [Na+]. Product: CCOC(=O)Cc1cc(Oc2ccc(Br)cc2CO)ccc1Cl. Reaction SMILES: [BH4-:24].[CH2:1]([CH3:2])[O:3][C:4]([CH2:5][c:6]1[c:7]([Cl:22])[cH:8][cH:9][c:10]([O:12][c:13]2[c:14]([CH:20]=[O:21])[cH:15][c:16]([Br:19])[cH:17][cH:18]2)[cH:11]1)=[O:23].[CH3:26][OH:27].[Na+:25]>>[CH2:1]([CH3:2])[O:3][C:4]([CH2:5][c:6]1[c:7]([Cl:22])[cH:8][cH:9][c:10]([O:12][c:13]2[c:14]([CH2:20][OH:21])[cH:15][c:16]([Br:19])[cH:17][cH:18]2)[cH:11]1)=[O:23]. Reactants: BrCCCCOC1=CC2=C(C(=NS2)C2=CC=C(C=C2)Br)C=C1 (6-(4-Bromo-butoxy)-3-(4-bromo-phenyl)-benzo[d]isothiazole), CNCC#C (Methyl-prop-2-ynyl-amine). Yields the product BrC1=CC=C(C=C1)C1=NSC2=C1C=CC(=C2)OCCCCN(CC#C)C ({4-[3-(4-Bromo-phenyl)-benzo[d]isothiazol-6-yloxy]-butyl}-methyl-prop-2-ynyl-amine). Reaction SMILES: Br[CH2:2][CH2:3][CH2:4][CH2:5][O:6][C:7]1[CH:22]=[CH:21][C:10]2[C:11]([C:14]3[CH:19]=[CH:18][C:17]([Br:20])=[CH:16][CH:15]=3)=[N:12][S:13][C:9]=2[CH:8]=1.[CH3:23][NH:24][CH2:25][C:26]#[CH:27]>>[Br:20][C:17]1[CH:18]=[CH:19][C:14]([C:11]2[C:10]3[CH:21]=[CH:22][C:7]([O:6][CH2:5][CH2:4][CH2:3][CH2:2][N:24]([CH3:23])[CH2:25][C:26]#[CH:27])=[CH:8][C:9]=3[S:13][N:12]=2)=[CH:15][CH:16]=1. Procedure: According to the method in example 6, 6-(4-Bromo-butoxy)-3-(4-bromo-phenyl)-benzo[d]isothiazole and Methyl-prop-2-ynyl-amine were converted to yield {4-[3-(4-Bromo-phenyl)-benzo[d]isothiazol-6-yloxy]-butyl}-methyl-prop-2-ynyl-amine as light yellow oil, MS: 429(MH+, 1Br). The reactants are C([O-])([O-])=O.[K+].[K+] (potassium carbonate), C([O-])([O-])=O.[K+].[K+] (Potassium carbonate), N(=[N+]=[N-])C1=C(C=CC=C1)F (1-Azido-2-fluorobenzene), O1C(CCC1)C(CC(=O)OCC)=O (ethyl 3-(tetrahydrofuran-2-yl)-3-oxopropanoate), O (Water). The solvent is CS(=O)C (DMSO), CS(=O)C (DMSO). Reaction conditions: temperature 70 celsius, time 3 hour. The product is FC1=C(C=CC=C1)N1N=NC(=C1C1OCCC1)C(=O)OCC (Ethyl 1-(2-fluorophenyl)-5-(tetra hydrofuran-2-yl)-1H-1,2,3-triazole-4-carboxylate). RXN SMILES: C(=O)([O-])[O-].[K+].[K+].[N:7]([C:10]1[CH:15]=[CH:14][CH:13]=[CH:12][C:11]=1[F:16])=[N+:8]=[N-:9].[O:17]1[CH2:21][CH2:20][CH2:19][CH:18]1[C:22](=O)[CH2:23][C:24]([O:26][CH2:27][CH3:28])=[O:25].O>CS(C)=O>[F:16][C:11]1[CH:12]=[CH:13][CH:14]=[CH:15][C:10]=1[N:7]1[C:22]([CH:18]2[CH2:19][CH2:20][CH2:21][O:17]2)=[C:23]([C:24]([O:26][CH2:27][CH3:28])=[O:25])[N:9]=[N:8]1 |f:0.1.2|. Reported procedure: Potassium carbonate (2.419 g; 17.50 mmol; 2 eq.) was dissolved in DMSO (18 ml) and put under nitrogen atmosphere. 1-Azido-2-fluorobenzene, prepared according to Platz, M. S. et al. J. Org. Chem. 1989, 54, 5938-5945, (1.2 g; 8.75 mmol; 1 eq.) was dissolved in 10 mL of DMSO and ethyl 3-(tetrahydrofuran-2-yl)-3-oxopropanoate (Pharmacore, 1.793 mg; 9.63 mmol; 1.10 eq.) was added. This solution was added dropwise to the potassium carbonate solution at room temperature. The mixture was stirred at 70° ... Reactants: CCOC(=O)C1CCCC1NCc1ccc(Cl)cc1, CS(=O)(=O)Nc1ccc2c(c1)S(=O)(=O)N=C(CC(=O)O)N2, CCN=C=NCCCN(C)C, CN1CCOCC1, CN(C)C=O, Cl, Cl. The product is CCOC(=O)C1CCCC1N(Cc1ccc(Cl)cc1)C(=O)CC1=NS(=O)(=O)c2cc(NS(C)(=O)=O)ccc2N1. Reaction SMILES: [CH2:22]([CH3:23])[O:24][C:25](=[O:26])[CH:27]1[CH:28]([NH:32][CH2:33][c:34]2[cH:35][cH:36][c:37]([Cl:40])[cH:38][cH:39]2)[CH2:29][CH2:30][CH2:31]1.[CH3:1][S:2](=[O:3])(=[O:4])[NH:5][c:6]1[cH:7][c:8]2[c:9]([cH:20][cH:21]1)[NH:10][C:11]([CH2:16][C:17](=[O:18])[OH:19])=[N:12][S:13]2(=[O:14])=[O:15].[CH3:42][N:43]([CH3:44])[CH2:45][CH2:46][CH2:47][N:48]=[C:49]=[N:50][CH2:51][CH3:52].[CH3:53][N:54]1[CH2:55][CH2:56][O:57][CH2:58][CH2:59]1.[CH3:61][N:62]([CH3:63])[CH:64]=[O:65].[ClH:41].[ClH:60]>>[CH3:1][S:2](=[O:3])(=[O:4])[NH:5][c:6]1[cH:7][c:8]2[c:9]([cH:20][cH:21]1)[NH:10][C:11]([CH2:16][C:17](=[O:19])[N:32]([CH:28]1[CH:27]([C:25]([O:24][CH2:22][CH3:23])=[O:26])[CH2:31][CH2:30][CH2:29]1)[CH2:33][c:34]1[cH:35][cH:36][c:37]([Cl:40])[cH:38][cH:39]1)=[N:12][S:13]2(=[O:14])=[O:15]. Reactants: N[C@H](C(=O)NCCCC(F)(F)P(OCC)(OCC)=O)CSC[C@@H](COC(CCCCCCCCCCC)=O)OC(CCCCCCCCCCC)=O (diethyl 4-((R)-2-amino-3-((R)-2,3-bis(dodecanoyloxy)propylthio)propanamido)-1,1-difluorobutylphosphonate), C[Si](C)(C)Br (trimethylsilyl bromide). Run in C(Cl)Cl (DCM). Reaction conditions: time 8 hour. Product: N[C@H](C(=O)NCCCC(F)(F)P(O)(O)=O)CSC[C@@H](COC(CCCCCCCCCCC)=O)OC(CCCCCCCCCCC)=O (4-((R)-2-amino-3-((R)-2,3-bis(dodecanoyloxy)propylthio)propanamido)-1,1-difluorobutylphosphonic acid). RXN SMILES: [NH2:1][C@@H:2]([CH2:20][S:21][CH2:22][C@H:23]([O:39][C:40](=[O:52])[CH2:41][CH2:42][CH2:43][CH2:44][CH2:45][CH2:46][CH2:47][CH2:48][CH2:49][CH2:50][CH3:51])[CH2:24][O:25][C:26](=[O:38])[CH2:27][CH2:28][CH2:29][CH2:30][CH2:31][CH2:32][CH2:33][CH2:34][CH2:35][CH2:36][CH3:37])[C:3]([NH:5][CH2:6][CH2:7][CH2:8][C:9]([P:12](=[O:19])([O:16]CC)[O:13]CC)([F:11])[F:10])=[O:4].C[Si](Br)(C)C>C(Cl)Cl>[NH2:1][C@@H:2]([CH2:20][S:21][CH2:22][C@H:23]([O:39][C:40](=[O:52])[CH2:41][CH2:42][CH2:43][CH2:44][CH2:45][CH2:46][CH2:47][CH2:48][CH2:49][CH2:50][CH3:51])[CH2:24][O:25][C:26](=[O:38])[CH2:27][CH2:28][CH2:29][CH2:30][CH2:31][CH2:32][CH2:33][CH2:34][CH2:35][CH2:36][CH3:37])[C:3]([NH:5][CH2:6][CH2:7][CH2:8][C:9]([P:12](=[O:13])([OH:19])[OH:16])([F:11])[F:10])=[O:4]. Procedure details: To a solution of diethyl 4-((R)-2-amino-3-((R)-2,3-bis(dodecanoyloxy)propylthio)propanamido)-1,1-difluorobutylphosphonate (1 eq) in DCM (0.1 M) was added trimethylsilyl bromide (10 eq). The reaction mixture was stirred at room temperature overnight and concentrated. The crude mixture was purified by reverse phase high performance liquid chromatography (HPLC) with C4 column eluting with a gradient of 30-80% MeCN/10 mM NH4OAc (95:5) in 10 mM NH4OAc (pH 9) to give the title compound as a white soli...